This data is from the Open Reaction Database (ORD), a public repository of structured organic reaction records. The task is: describe an organic reaction: reactants, conditions, products, and yield Reactants: CC1(NC(CC(C1)NC1CC(NC(C1)(C)C)(C)C)(C)C)C (bis(2,2,6,6-tetramethyl-4-piperidyl)amine), N1=C(Cl)N=C(Cl)N=C1Cl (cyanuric chloride), [OH-].[Na+] (sodium hydroxide). The solvent is C=1(C(=CC=CC1)C)C (xylene). Run at temperature 0 celsius, time 3 hour. Yields the product CC1(NC(CC(C1)N(C1CC(NC(C1)(C)C)(C)C)C1=NC(=NC(=N1)Cl)Cl)(C)C)C (2-[N,N-bis(2,2,6,6-tetramethyl-4-piperidyl)amino]-4,6-dichloro-1,3,5-triazine). Reaction SMILES: [CH3:1][C:2]1([CH3:21])[CH2:7][CH:6]([NH:8][CH:9]2[CH2:14][C:13]([CH3:16])([CH3:15])[NH:12][C:11]([CH3:18])([CH3:17])[CH2:10]2)[CH2:5][C:4]([CH3:20])([CH3:19])[NH:3]1.[N:22]1[C:29]([Cl:30])=[N:28][C:26](Cl)=[N:25][C:23]=1[Cl:24].[OH-].[Na+]>C1(C)C(C)=CC=CC=1>[CH3:19][C:4]1([CH3:20])[CH2:5][CH:6]([N:8]([C:26]2[N:28]=[C:29]([Cl:30])[N:22]=[C:23]([Cl:24])[N:25]=2)[CH:9]2[CH2:14][C:13]([CH3:16])([CH3:15])[NH:12][C:11]([CH3:18])([CH3:17])[CH2:10]2)[CH2:7][C:2]([CH3:21])([CH3:1])[NH:3]1 |f:2.3|. Procedure details: 29.5 g (0.1 mol) of bis(2,2,6,6-tetramethyl-4-piperidyl)amine are slowly added to a solution, cooled to -10° C., of 18.45 g (0.1 mol) of cyanuric chloride in 160 ml of xylene, maintaining the temperature at about 0° C. After the end of the addition, the mixture is stirred for 3 hours at room temperature, 4.4 g (0.11 mol) of powdered sodium hydroxide are added and stirring is continued for a further 2 hours at room temperature.